This data is from the Open Reaction Database (ORD), a public repository of structured organic reaction records. The task is: describe an organic reaction: reactants, conditions, products, and yield Reactants: OCCCCCNS(=O)(=O)C1=CC=C(C=C1)Br (4-bromophenyl-sulfonic acid-(5-hydroxypentyl)-amide), C(C)OC1=CC=C(C=C1)B(O)O (4-ethoxyphenyl boronic acid). The product is OCCCCCNS(=O)(=O)C1=CC=C(C=C1)C1=CC=C(C=C1)OCC (4′-Ethoxybiphenyl-4-sulfonic acid-(5-hydroxypentyl)-amide). Reaction SMILES: [OH:1][CH2:2][CH2:3][CH2:4][CH2:5][CH2:6][NH:7][S:8]([C:11]1[CH:16]=[CH:15][C:14](Br)=[CH:13][CH:12]=1)(=[O:10])=[O:9].[CH2:18]([O:20][C:21]1[CH:26]=[CH:25][C:24](B(O)O)=[CH:23][CH:22]=1)[CH3:19]>>[OH:1][CH2:2][CH2:3][CH2:4][CH2:5][CH2:6][NH:7][S:8]([C:11]1[CH:16]=[CH:15][C:14]([C:24]2[CH:25]=[CH:26][C:21]([O:20][CH2:18][CH3:19])=[CH:22][CH:23]=2)=[CH:13][CH:12]=1)(=[O:10])=[O:9]. Procedure details: Using a method analogous to that described in Example 40, 4-bromophenyl-sulfonic acid-(5-hydroxypentyl)-amide and 4-ethoxyphenyl boronic acid were reacted to give the title compound as a white solid. δC (DMSO, 62.9 MHz): 14.7, 22.6, 28.9, 32.0, 42.6, 60.5, 63.2, 115.0, 126.6, 127.1, 128.2, 130.6, 138.4, 143.5 and 158.9.